From a dataset of the Open Reaction Database (ORD), a public repository of structured organic reaction records. describe an organic reaction: reactants, conditions, products, and yield Starting materials: C1=CC=CC=2NC3=C(NC(C21)=O)C=CC=C3 (5,11-dihydro-10H-dibenz[b,e][1,4]diazepin-11-one). Solvent: O1CCCC1 (tetrahydrofuran). Run at time 18 hour. The product is C1=CC=CC=2NC3=C(NCC21)C=CC=C3 (5,11-Dihydro-10H-dibenz[b,e][1,4]diazepine). Yield: 79.7%. RXN SMILES: [CH:1]1[C:11]2[C:10](=O)[NH:9][C:8]3[CH:13]=[CH:14][CH:15]=[CH:16][C:7]=3[NH:6][C:5]=2[CH:4]=[CH:3][CH:2]=1>O1CCCC1>[CH:1]1[C:11]2[CH2:10][NH:9][C:8]3[CH:13]=[CH:14][CH:15]=[CH:16][C:7]=3[NH:6][C:5]=2[CH:4]=[CH:3][CH:2]=1. Procedure: To a stirred solution of 4.3 g of 5,11-dihydro-10H-dibenz[b,e][1,4]diazepin-11-one in 50 ml of tetrahydrofuran, under nitrogen and cooled to 0° C. is added 4.0 ml of 10N methyl sulfide-borane complex. The ice bath is removed after 30 minutes and the reaction mixture stirred at room temperature for 18 hours. The reaction mixture is cooled in an ice bath and 30 ml of anhydrous methanol added dropwise and evaporated to dryness in vacuo. Another 30 ml of methanol is added and evaporated to a residue... Reactants: B, COCCCN1CCOc2ccc(COC3CN(C(=O)OCc4ccccc4)C(CC(=O)O)CC3c3ccc(OC)cc3)cc21, C1CCOC1, C1CCOC1. Product: COCCCN1CCOc2ccc(COC3CN(C(=O)OCc4ccccc4)C(CCO)CC3c3ccc(OC)cc3)cc21. As a reaction SMILES: [BH3:51].[CH2:1]([c:2]1[cH:3][cH:4][cH:5][cH:6][cH:7]1)[O:8][C:9](=[O:10])[N:11]1[CH:12]([CH2:42][C:43](=[O:44])[OH:45])[CH2:13][CH:14]([c:34]2[cH:35][cH:36][c:37]([O:40][CH3:41])[cH:38][cH:39]2)[CH:15]([O:17][CH2:18][c:19]2[cH:20][cH:21][c:22]3[c:23]([cH:33]2)[N:24]([CH2:28][CH2:29][CH2:30][O:31][CH3:32])[CH2:25][CH2:26][O:27]3)[CH2:16]1.[O:46]1[CH2:47][CH2:48][CH2:49][CH2:50]1.[O:52]1[CH2:53][CH2:54][CH2:55][CH2:56]1>>[CH2:1]([c:2]1[cH:3][cH:4][cH:5][cH:6][cH:7]1)[O:8][C:9](=[O:10])[N:11]1[CH:12]([CH2:42][CH2:43][OH:44])[CH2:13][CH:14]([c:34]2[cH:35][cH:36][c:37]([O:40][CH3:41])[cH:38][cH:39]2)[CH:15]([O:17][CH2:18][c:19]2[cH:20][cH:21][c:22]3[c:23]([cH:33]2)[N:24]([CH2:28][CH2:29][CH2:30][O:31][CH3:32])[CH2:25][CH2:26][O:27]3)[CH2:16]1.